From a dataset of the Open Reaction Database (ORD), a public repository of structured organic reaction records. describe an organic reaction: reactants, conditions, products, and yield The reactants are O=Cc1ccccc1, Cl, COC(=O)C(C)N. Product: COC(=O)C(C)NCc1ccccc1. As a reaction SMILES: [CH:1](=[O:2])[c:3]1[cH:4][cH:5][cH:6][cH:7][cH:8]1.[ClH:9].[NH2:10][CH:11]([C:12](=[O:13])[O:14][CH3:15])[CH3:16]>>[CH2:1]([c:3]1[cH:4][cH:5][cH:6][cH:7][cH:8]1)[NH:10][CH:11]([C:12](=[O:13])[O:14][CH3:15])[CH3:16]. Starting materials: CC(C)(C)OC(=O)NCCc1c[nH]c2cccnc12, C1CCOC1, CC(C)(C)[O-], O=S(=O)(Cl)c1ccc(F)cc1F, [K+], [Na+], O=C([O-])O. Yields the product CC(C)(C)OC(=O)NCCc1cn(S(=O)(=O)c2ccc(F)cc2F)c2cccnc12. RXN SMILES: [C:1](=[O:2])([O:3][C:4]([CH3:5])([CH3:6])[CH3:7])[NH:8][CH2:9][CH2:10][c:11]1[cH:12][nH:13][c:14]2[cH:15][cH:16][cH:17][n:18][c:19]12.[CH2:43]1[O:44][CH2:45][CH2:46][CH2:47]1.[CH3:32][C:33]([CH3:34])([O-:35])[CH3:36].[F:20][c:21]1[c:22]([S:28](=[O:29])(=[O:30])[Cl:31])[cH:23][cH:24][c:25]([F:27])[cH:26]1.[K+:37].[Na+:42].[O-:38][C:39]([OH:40])=[O:41]>>[C:1](=[O:2])([O:3][C:4]([CH3:5])([CH3:6])[CH3:7])[NH:8][CH2:9][CH2:10][c:11]1[cH:12][n:13]([S:28]([c:22]2[c:21]([F:20])[cH:26][c:25]([F:27])[cH:24][cH:23]2)(=[O:29])=[O:30])[c:14]2[cH:15][cH:16][cH:17][n:18][c:19]12. Reactants: N#Cc1ccc(CBr)cc1, CN(C)C=O, [H-], O=[N+]([O-])c1cc[nH]n1, [Na+]. Reaction SMILES: [Br:11][CH2:12][c:13]1[cH:14][cH:15][c:16]([C:17]#[N:18])[cH:19][cH:20]1.[CH3:21][N:22]([CH3:23])[CH:24]=[O:25].[H-:9].[N+:1](=[O:2])([O-:3])[c:4]1[n:5][nH:6][cH:7][cH:8]1.[Na+:10]>>[N+:1](=[O:2])([O-:3])[c:4]1[n:5][n:6]([CH2:12][c:13]2[cH:14][cH:15][c:16]([C:17]#[N:18])[cH:19][cH:20]2)[cH:7][cH:8]1. Product: N#Cc1ccc(Cn2ccc([N+](=O)[O-])n2)cc1. Reactants: ClC=1C=CC=2N(N1)C(=CN2)C(C)C=2C=C1C=NN(C1=CC2)C (6-chloro-3-[1-(1-methyl-1H-indazol-5-yl)-ethyl]-imidazo[1,2-b]pyridazine), C(CCC)[Sn](C(=C)OCC)(CCCC)CCCC (tributyl(1-ethoxyvinyl)stannane), compound 69.3. Reagents/catalysts: C=1C=CC(=CC1)[P](C=2C=CC=CC2)(C=3C=CC=CC3)[Pd]([P](C=4C=CC=CC4)(C=5C=CC=CC5)C=6C=CC=CC6)([P](C=7C=CC=CC7)(C=8C=CC=CC8)C=9C=CC=CC9)[P](C=1C=CC=CC1)(C=1C=CC=CC1)C=1C=CC=CC1 (Pd(PPh3)4). Yields the product C(C)OC(=C)C=1C=CC=2N(N1)C(=CN2)C(C)C=2C=C1C=NN(C1=CC2)C (6-(1-Ethoxy-vinyl)-3-[1-(1-methyl-1H-indazol-5-yl)-ethyl]-imidazo[1,2-b]pyridazine). The yield is 95.6%. As a reaction SMILES: Cl[C:2]1[CH:3]=[CH:4][C:5]2[N:6]([C:8]([CH:11]([C:13]3[CH:14]=[C:15]4[C:19](=[CH:20][CH:21]=3)[N:18]([CH3:22])[N:17]=[CH:16]4)[CH3:12])=[CH:9][N:10]=2)[N:7]=1.C([Sn](CCCC)(CCCC)[C:28]([O:30][CH2:31][CH3:32])=[CH2:29])CCC>C1C=CC([P]([Pd]([P](C2C=CC=CC=2)(C2C=CC=CC=2)C2C=CC=CC=2)([P](C2C=CC=CC=2)(C2C=CC=CC=2)C2C=CC=CC=2)[P](C2C=CC=CC=2)(C2C=CC=CC=2)C2C=CC=CC=2)(C2C=CC=CC=2)C2C=CC=CC=2)=CC=1>[CH2:31]([O:30][C:28]([C:2]1[CH:3]=[CH:4][C:5]2[N:6]([C:8]([CH:11]([C:13]3[CH:14]=[C:15]4[C:19](=[CH:20][CH:21]=3)[N:18]([CH3:22])[N:17]=[CH:16]4)[CH3:12])=[CH:9][N:10]=2)[N:7]=1)=[CH2:29])[CH3:32] |^1:44,46,65,84|. Procedure details: The title compound (415.0 mg, 86%, 90% pure) was synthesized from 6-chloro-3-[1-(1-methyl-1H-indazol-5-yl)-ethyl]-imidazo[1,2-b]pyridazine (390.0 mg, 1.25 mmol), tributyl(1-ethoxyvinyl)stannane (497.0 mg, 1.38 mmol) and Pd(PPh3)4 (145 mg, 0.13 mmol) using the same procedure as described in the synthesis of compound 69.3. LCMS (method A): [MH]+=348, tR=5.86 min.